From a dataset of the Open Reaction Database (ORD), a public repository of structured organic reaction records. describe an organic reaction: reactants, conditions, products, and yield Starting materials: C(C1=CC=CC=C1)NC(CC(=O)OCC)(C)C (ethyl 3-benzylamino-3-methylbutyrate), [H-].[H-].[H-].[H-].[Li+].[Al+3] (LiAlH4), O (water). Run in C(C)(=O)OCC (ethyl acetate), C1CCOC1 (THF). Run at time 5 hour. Product: C(C1=CC=CC=C1)NC(CCO)(C)C (3-benzylamino-3-methyl-1-butanol). The yield is 64.8%. RXN SMILES: [CH2:1]([NH:8][C:9]([CH3:17])([CH3:16])[CH2:10][C:11](OCC)=[O:12])[C:2]1[CH:7]=[CH:6][CH:5]=[CH:4][CH:3]=1.[H-].[H-].[H-].[H-].[Li+].[Al+3].O>C1COCC1.C(OCC)(=O)C>[CH2:1]([NH:8][C:9]([CH3:17])([CH3:16])[CH2:10][CH2:11][OH:12])[C:2]1[CH:7]=[CH:6][CH:5]=[CH:4][CH:3]=1 |f:1.2.3.4.5.6|. Reported procedure: To a solution of ethyl 3-benzylamino-3-methylbutyrate (7.35 g, 31.2 mmol) in THF (150 mL) was added LiAlH4 (2.40 g, 63.2 mmol) portionwise at 0° C. for 0.5 h, and the mixture was stirred at room temperature for 5 h. The mixture was cooled on iced-water bath, then dropped a little water. The mixture was diluted with ethyl acetate, then dried over anhydrous Na2SO4, filtered, and then concentrated in vacuo. Flash chromatography (EtOAc:MeOH=5:1) of the residue gave 3-benzylamino-3-methyl-1-butanol a... Reactants: [Al+3], CCOCC, N#CCC1C2CC3CC(C2)CC1C3, [H-], [H-], [H-], [H-], [Li+], O. Product: NCCC1C2CC3CC(C2)CC1C3. Reaction SMILES: [Al+3:2].[CH2:7]([O:8][CH2:9][CH3:10])[CH3:11].[CH:12]12[CH:13]([CH2:22][C:23]#[N:24])[CH:14]3[CH2:15][CH:16]([CH2:17][CH:18]([CH2:19]1)[CH2:20]3)[CH2:21]2.[H-:1].[H-:4].[H-:5].[H-:6].[Li+:3].[OH2:25]>>[CH:12]12[CH:13]([CH2:22][CH2:23][NH2:24])[CH:14]3[CH2:15][CH:16]([CH2:17][CH:18]([CH2:19]1)[CH2:20]3)[CH2:21]2.